Dataset: the Open Reaction Database (ORD), a public repository of structured organic reaction records. Task: describe an organic reaction: reactants, conditions, products, and yield Reported procedure: A solution of (±)ethyl 1-azabicyclo[3.2.1]oct-3-en-3-yl carboxylate (D6) (1.9 g, 10.5 mmole) in 5M hydrochloric acid (25 ml) was heated at 100° C. for 7h. The reaction was concentrated in vacuo and dried by co-distillation with toluene. The resulting brown solid (2.0 g) was suspended in thionyl chloride (20 ml) and heated under reflux until all the acid had dissolved (approx. 10 minutes). After concentrating the reaction in vacuo, residual traces of volatile material were removed by co-distillat... Yield: 53.4%. Reactants: Cl.CNOC (N,O-dimethylhydroxylamine hydrochloride), N12CC(=CC(CC1)C2)C(=O)OCC ((±) ethyl 1-azabicyclo[3.2.1]-oct-3-en-3-ylcarboxylate), N1=CC=CC=C1 (Pyridine). Reaction SMILES: [N:1]12[CH2:8][CH:5]([CH2:6][CH2:7]1)[CH:4]=[C:3]([C:9]([O:11]CC)=O)[CH2:2]2.Cl.[CH3:15][NH:16][O:17][CH3:18].N1C=CC=CC=1>Cl>[N:1]12[CH2:8][CH:5]([CH2:6][CH2:7]1)[CH:4]=[C:3]([C:9]([N:16]([O:17][CH3:18])[CH3:15])=[O:11])[CH2:2]2 |f:1.2|. Conditions: time 1 hour. Product: N12CC(=CC(CC1)C2)C(=O)N(C)OC ((±) 1-Azabicyclo[3.2.1]oct-3-en-3-yl-N-methoxy-N-methylcarboxamide). The solvent is Cl (hydrochloric acid). Reactants: N[C@H]1C2=C(C3=C(NC1=O)C=CC=C3)C=CC=C2 ((S)-7-amino-5H,7H-dibenzo[b,d]azepin-6-one), OC(C(=O)O)(CC)C(NCC(F)(F)F)=O ((RS)-2-hydroxy-2-(2,2,2-trifluoro-ethylcarbamoyl)-butyric acid), O.ON1N=NC2=C1C=CC=C2 (1-hydroxy-benzotriazole hydrate), C(C)(C)N(CC)C(C)C (diisopropylethylamine), Cl.CN(CCCN=C=NCC)C (N-(3-dimethylaminopropyl)-N′-ethyl-carbodiimide hydrochloride). Run in O1CCCC1 (tetrahydrofuran). Conditions: time 8 hour. Product: C(C)C(C(=O)N[C@H]1C2=C(C3=C(NC1=O)C=CC=C3)C=CC=C2)(C(=O)NCC(F)(F)F)O ((R/S)-2-ethyl-2-hydroxy-N-((S)-6-oxo-6,7-dihydro-5H-dibenzo[b,d]azepin-7-yl)-N′-(2,2,2-trifluoro-ethyl)-malonamide). The yield is 67.7%. As a reaction SMILES: [NH2:1][C@@H:2]1[C:8](=[O:9])[NH:7][C:6]2[CH:10]=[CH:11][CH:12]=[CH:13][C:5]=2[C:4]2[CH:14]=[CH:15][CH:16]=[CH:17][C:3]1=2.[OH:18][C:19]([C:25](=[O:32])[NH:26][CH2:27][C:28]([F:31])([F:30])[F:29])([CH2:23][CH3:24])[C:20](O)=[O:21].O.ON1C2C=CC=CC=2N=N1.C(N(C(C)C)CC)(C)C.Cl.CN(C)CCCN=C=NCC>O1CCCC1>[CH2:23]([C:19]([OH:18])([C:25]([NH:26][CH2:27][C:28]([F:30])([F:29])[F:31])=[O:32])[C:20]([NH:1][C@@H:2]1[C:8](=[O:9])[NH:7][C:6]2[CH:10]=[CH:11][CH:12]=[CH:13][C:5]=2[C:4]2[CH:14]=[CH:15][CH:16]=[CH:17][C:3]1=2)=[O:21])[CH3:24] |f:2.3,5.6|. Procedure details: A solution of 250 mg (1.12 mmol) (S)-7-amino-5H,7H-dibenzo[b,d]azepin-6-one and 256 mg (1.12 mmol) (RS)-2-hydroxy-2-(2,2,2-trifluoro-ethylcarbamoyl)-butyric acid in 24 ml tetrahydrofuran were cooled to 0° C. and 174 mg (0.94 mmol) 1-hydroxy-benzotriazole hydrate, 390 μl (2.23 mmol) diisopropylethylamine and 218 mg (1.12 mmol) N-(3-dimethylaminopropyl)-N′-ethyl-carbodiimide hydrochloride were added. Stirring was continued overnight at room temperature. Removal of the solvent by distillation and c... The reactants are OC1CCN(CC1)C(=O)N1CC(CC(C1)C1=CC(=C(C=C1)C)C(F)(F)F)C(=O)O (1-[(4-Hydroxypiperidin-1-yl)carbonyl]-5-[4-methyl-3-(trifluoromethyl)phenyl]piperidine-3-carboxylic acid), ON=C(CCOC)N (N′-Hydroxy-3-methoxypropanimidamide). The product is OC1CCN(CC1)C(=O)N1CC(CC(C1)C1=CC(=C(C=C1)C)C(F)(F)F)C1=NC(=NO1)CCOC ((4-Hydroxypiperidin-1-yl) {3-[3-(2-methoxyethyl)-1,2,4-oxadiazol-5-yl]-5-[4-methyl-3-(trifluoromethyl)phenyl]piperidin-1-yl}methanone). Reaction SMILES: [OH:1][CH:2]1[CH2:7][CH2:6][N:5]([C:8]([N:10]2[CH2:15][CH:14]([C:16]3[CH:21]=[CH:20][C:19]([CH3:22])=[C:18]([C:23]([F:26])([F:25])[F:24])[CH:17]=3)[CH2:13][CH:12]([C:27]([OH:29])=O)[CH2:11]2)=[O:9])[CH2:4][CH2:3]1.O[N:31]=[C:32]([NH2:37])[CH2:33][CH2:34][O:35][CH3:36]>>[OH:1][CH:2]1[CH2:3][CH2:4][N:5]([C:8]([N:10]2[CH2:15][CH:14]([C:16]3[CH:21]=[CH:20][C:19]([CH3:22])=[C:18]([C:23]([F:24])([F:26])[F:25])[CH:17]=3)[CH2:13][CH:12]([C:27]3[O:29][N:37]=[C:32]([CH2:33][CH2:34][O:35][CH3:36])[N:31]=3)[CH2:11]2)=[O:9])[CH2:6][CH2:7]1. Reported procedure: 200 mg (0.48 mmol) of the compound from Example 163A and 114 mg (0.72 mmol) of t-hydroxy -3-methoxypropanimidamide (Example 64A) were reacted according to the General Method 2. Yield: 105 mg (44% of theory). Reactants: O1C=CC2=C1C=CC=C2C=2C=C(C=CC2)C=2OCC(N2)(C)C (2-[3-(benzofuran-4-yl)phenyl]-4,4-dimethyl-4,5-dihydrooxazole), S(O)(O)(=O)=O (sulfuric acid), O (water). Run in CO (methanol). Product: O1C=CC2=C1C=CC=C2C=2C=C(C(=O)OC)C=CC2 (methyl 3-(benzofuran-4-yl)benzoate). As a reaction SMILES: [O:1]1[C:5]2[CH:6]=[CH:7][CH:8]=[C:9]([C:10]3[CH:11]=[C:12]([C:16]4[O:17][CH2:18]C(C)(C)N=4)[CH:13]=[CH:14][CH:15]=3)[C:4]=2[CH:3]=[CH:2]1.S(=O)(=O)(O)[OH:24].O>CO>[O:1]1[C:5]2[CH:6]=[CH:7][CH:8]=[C:9]([C:10]3[CH:11]=[C:12]([CH:13]=[CH:14][CH:15]=3)[C:16]([O:17][CH3:18])=[O:24])[C:4]=2[CH:3]=[CH:2]1. Procedure details: A mixture of 2-[3-(benzofuran-4-yl)phenyl]-4,4-dimethyl-4,5-dihydrooxazole (1.4 g), concentrated sulfuric acid (0.8 ml) and water (1 ml) in methanol (20 ml) was refluxed for 48 hours. After evaporating the solvent, the residue was dissolved in a mixture of ethyl acetate (50 ml) and water (50 ml). The organic layer was successively washed with 10% sodium carbonate aqueous solution, brine and dried over magnesium sulfate. The solvent was evaporated in vacuo and the residue was purified by column c... Reactants: CC1=C(N=C(O1)C1=CC=CC=C1)CCOC1=CC=C(CC(C(=O)OC)C(=O)OC)C=C1 (Dimethyl 4-[2-(5-methyl-2-phenyl-4-oxazolyl)ethoxy]benzylmalonate), S(=O)(=O)(O)[O-].[Na+] (sodium hydrogensulfate), [H-].[Na+] (sodium hydride), CI (Methyl iodide). Run in CN(C=O)C (dimethylformamide). Conditions: time 2 hour. Yields the product CC(C(=O)OC)(C(=O)OC)CC1=CC=C(C=C1)OCCC=1N=C(OC1C)C1=CC=CC=C1 (Dimethyl 2-methyl-2-[4-[2-(5-methyl-2-phenyl-4-oxazolyl)ethoxy]benzyl]malonate). Yield: 61.9%. Reaction SMILES: [CH3:1][C:2]1[O:6][C:5]([C:7]2[CH:12]=[CH:11][CH:10]=[CH:9][CH:8]=2)=[N:4][C:3]=1[CH2:13][CH2:14][O:15][C:16]1[CH:31]=[CH:30][C:19]([CH2:20][CH:21]([C:26]([O:28][CH3:29])=[O:27])[C:22]([O:24][CH3:25])=[O:23])=[CH:18][CH:17]=1.[H-].[Na+].[CH3:34]I.S([O-])(O)(=O)=O.[Na+]>CN(C)C=O>[CH3:34][C:21]([CH2:20][C:19]1[CH:18]=[CH:17][C:16]([O:15][CH2:14][CH2:13][C:3]2[N:4]=[C:5]([C:7]3[CH:8]=[CH:9][CH:10]=[CH:11][CH:12]=3)[O:6][C:2]=2[CH3:1])=[CH:31][CH:30]=1)([C:26]([O:28][CH3:29])=[O:27])[C:22]([O:24][CH3:25])=[O:23] |f:1.2,4.5|. Reported procedure: Dimethyl 4-[2-(5-methyl-2-phenyl-4-oxazolyl)ethoxy]benzylmalonate (4.24 g, 10.0 mmol) synthesized according to the method described in WO95/18125 was dissolved in dimethylformamide (40 ml), and sodium hydride (60% in oil, 480 mg, 12.0 mmol) was added at 0° C., which was followed by stirring for 2 hr. Methyl iodide (0.93 ml, 15.0 mmol) was added at room temperature and, 2.5 hours later, 1N sodium hydrogensulfate (100 ml) was added. The mixture was extracted three times with ethyl acetate. The ext... Reactants: C(C)(=O)O (Acetic acid), [N+](=[N-])=C (diazomethane), OC1(CCCCC1)CCN1C(SCC1=O)CCCC1=CC=C(C(=O)O)C=C1 (4-{3-[3-[2-(1-hydroxycyclohexyl)ethyl]-4-oxo-2-thiazolidinyl]propyl}benzoic acid). Solvent: CCOCC (ether), CCOCC (ether). Conditions: time 6 hour. The product is OC1(CCCCC1)CCN1C(SCC1=O)CCCC1=CC=C(C(=O)OC)C=C1 (Methyl 4-{3-[3-[2-(1-Hydroxycyclohexyl)ethyl]-4-oxo-2-thiazolidinyl]propyl}benzoate). Reaction SMILES: [N+](=[CH2:3])=[N-].[OH:4][C:5]1([CH2:11][CH2:12][N:13]2[C:17](=[O:18])[CH2:16][S:15][CH:14]2[CH2:19][CH2:20][CH2:21][C:22]2[CH:30]=[CH:29][C:25]([C:26]([OH:28])=[O:27])=[CH:24][CH:23]=2)[CH2:10][CH2:9][CH2:8][CH2:7][CH2:6]1.C(O)(=O)C>CCOCC>[OH:4][C:5]1([CH2:11][CH2:12][N:13]2[C:17](=[O:18])[CH2:16][S:15][CH:14]2[CH2:19][CH2:20][CH2:21][C:22]2[CH:23]=[CH:24][C:25]([C:26]([O:28][CH3:3])=[O:27])=[CH:29][CH:30]=2)[CH2:6][CH2:7][CH2:8][CH2:9][CH2:10]1. Procedure: A solution of diazomethane (approximately 2.5 g., 0.06 mole) in ether (100 ml.) is mixed with a solution of 4-{3-[3-[2-(1-hydroxycyclohexyl)ethyl]-4-oxo-2-thiazolidinyl]propyl}benzoic acid (11.7 g., 0.03 mole) in ether (100 ml.). The resulting solution is allowed to stand at room temperature for 6 hours. Acetic acid is then added to destroy the excess diazomethane, and the solution is washed with dilute sodium bicarbonate solution and dried over sodium sulfate. Evaporation of volatile materials ... The reactants are BrCC(=O)OCC (ethyl bromoacetate), ClC1=CC=C(C=C1)C1(CC1)C=O (1-(p-chlorophenyl)-cyclopropanecarboxaldehyde), S(O)(O)(=O)=O (sulfuric acid). Reagents/catalysts: [Zn] (zinc). Run in C1(=CC=CC=C1)C (toluene), C(C)(=O)OCC (ethyl acetate). Run at temperature 70 celsius, time 45 minute. The product is hexanes ethyl acetate, ClC1=CC=C(C=C1)C1(CC1)C(CC(=O)OCC)O (Ethyl 1-(p-chlorophenyl)-β-hydroxy-cyclopropanepropionate). Yield: 75.9%. RXN SMILES: Br[CH2:2][C:3]([O:5][CH2:6][CH3:7])=[O:4].[Cl:8][C:9]1[CH:14]=[CH:13][C:12]([C:15]2([CH:18]=[O:19])[CH2:17][CH2:16]2)=[CH:11][CH:10]=1.S(=O)(=O)(O)O>C1(C)C=CC=CC=1.C(OCC)(=O)C.[Zn]>[Cl:8][C:9]1[CH:10]=[CH:11][C:12]([C:15]2([CH:18]([OH:19])[CH2:2][C:3]([O:5][CH2:6][CH3:7])=[O:4])[CH2:16][CH2:17]2)=[CH:13][CH:14]=1. Procedure details: A mixture of zinc dust (4.0 g, 61.2 mmol), ethyl bromoacetate (6.5 mL, 58.3 mmol) and 1-(p-chlorophenyl)-cyclopropanecarboxaldehyde (10.0 g, 55.4 mmol) in toluene is stirred at 70° C. for 45 minutes, cooled with an ice-water bath, treated with 100 mL of 10% sulfuric acid, stirred at room temperature for one hour, and diluted with ethyl acetate. The organic phase is separated, washed sequentially with 10% sulfuric acid, water, 10% sodium hydrogen carbonate solution and brine, dried over anhydrous... The reactants are ClC1=C(C(=CC=C1)Cl)C1=NOC(=C1COC1=CC(=C(C=C1)C1=CC=C(S1)C(=O)O)C)C(C)C (5-{4-[3-(2,6-dichloro-phenyl)-5-isopropyl-isoxazol-4-ylmethoxy]-2-methyl-phenyl}-thiophene-2-carboxylic acid), Cl.CN(CCCN=C=NCC)C (1-[3-(dimethylamino) propyl]-3-ethylcarbodiimide hydrochloride), N,N′-dimethylamino pyridine, CS(=O)(=O)N (methanesulfonamide). Product: ClC1=C(C(=CC=C1)Cl)C1=NOC(=C1COC1=CC(=C(C=C1)C1=CC=C(S1)C(=O)NS(=O)(=O)C)C)C(C)C (N-(5-{4-[3-(2,6-Dichloro-phenyl)-5-isopropyl-isoxazol-4-ylmethoxy]-2-methyl-phenyl}-thiophene-2-carbonyl)-methanesulfonamide). The solvent is ClCCl (dichloromethane), ClCCl (dichloromethane). Reaction SMILES: [Cl:1][C:2]1[CH:7]=[CH:6][CH:5]=[C:4]([Cl:8])[C:3]=1[C:9]1[C:13]([CH2:14][O:15][C:16]2[CH:21]=[CH:20][C:19]([C:22]3[S:26][C:25]([C:27](O)=[O:28])=[CH:24][CH:23]=3)=[C:18]([CH3:30])[CH:17]=2)=[C:12]([CH:31]([CH3:33])[CH3:32])[O:11][N:10]=1.Cl.CN(C)CCCN=C=NCC.[CH3:46][S:47]([NH2:50])(=[O:49])=[O:48]>ClCCl>[Cl:1][C:2]1[CH:7]=[CH:6][CH:5]=[C:4]([Cl:8])[C:3]=1[C:9]1[C:13]([CH2:14][O:15][C:16]2[CH:21]=[CH:20][C:19]([C:22]3[S:26][C:25]([C:27]([NH:50][S:47]([CH3:46])(=[O:49])=[O:48])=[O:28])=[CH:24][CH:23]=3)=[C:18]([CH3:30])[CH:17]=2)=[C:12]([CH:31]([CH3:32])[CH3:33])[O:11][N:10]=1 |f:1.2|. Reaction conditions: time 8 hour. Yield: 55.2%. Procedure details: A mixture of 5-{4-[3-(2,6-dichloro-phenyl)-5-isopropyl-isoxazol-4-ylmethoxy]-2-methyl-phenyl}-thiophene-2-carboxylic acid (250 mg, 0.5 mmol), 1-[3-(dimethylamino) propyl]-3-ethylcarbodiimide hydrochloride (144 mg, 0.75 mmol), N,N′-dimethylamino pyridine (122 mg, 1.0 mmol) and methanesulfonamide (57 mg, 0.6 mmol) in dichloromethane (20 mL) is stirred at ambient temperature overnight. The reaction mixture is diluted with dichloromethane and washed with 1N HCl. The organic phase is concentrated und...